Dataset: the Open Reaction Database (ORD), a public repository of structured organic reaction records. Task: describe an organic reaction: reactants, conditions, products, and yield The reactants are ClC1=C(C=CC(=C1)Cl)C1=CC=2N(C(=N1)O)C=CN2 (7-(2,4-dichlorophenyl)imidazo[1,2-c]pyrimidin-5-ol), P(=O)(Cl)(Cl)Cl (phosphoryl chloride), solid. Run in C([O-])(O)=O.[Na+] (sodium bicarbonate), C([O-])(O)=O.[Na+] (sodium bicarbonate). Run at temperature 120 celsius, time 10 minute. Product: ClC1=NC(=CC=2N1C=CN2)C2=C(C=C(C=C2)Cl)Cl (5-Chloro-7-(2,4-dichlorophenyl)imidazo[1,2-c]pyrimidine). RXN SMILES: [Cl:1][C:2]1[CH:7]=[C:6]([Cl:8])[CH:5]=[CH:4][C:3]=1[C:9]1[N:14]=[C:13](O)[N:12]2[CH:16]=[CH:17][N:18]=[C:11]2[CH:10]=1.P(Cl)(Cl)([Cl:21])=O>C(=O)(O)[O-].[Na+]>[Cl:21][C:13]1[N:12]2[CH:16]=[CH:17][N:18]=[C:11]2[CH:10]=[C:9]([C:3]2[CH:4]=[CH:5][C:6]([Cl:8])=[CH:7][C:2]=2[Cl:1])[N:14]=1 |f:2.3|. Procedure: 12.0 g (42.84 mmol) of 7-(2,4-dichlorophenyl)imidazo[1,2-c]pyrimidin-5-ol are introduced into 131.6 g (858.27 mmol) of phosphoryl chloride and heated at 120° C. for 5 h. A clear solution is produced after 10 min. The mixture is allowed to cool, and then 2000 ml of saturated aqueous sodium bicarbonate solution are cautiously added. Towards the end, about 100 g of solid sodium bicarbonate are also added, and the mixture is stirred at pH 7 for 10 min. The precipitate is filtered off with suction, t...